Dataset: the Open Reaction Database (ORD), a public repository of structured organic reaction records. Task: describe an organic reaction: reactants, conditions, products, and yield Reactants: OCCNC(C=C)=O (N-(2-hydroxyethyl)acrylamide), CN(C(C=C)=O)C (N,N-dimethylacrylamide), C(C)(C)(CC)O (t-amyl alcohol), N(=NC(C)(C)C=1NCCN1)C(C)(C)C=1NCCN1 (VA-061). Reaction conditions: time 1 hour. Yields the product OCCNC(C=C)=O.CN(C(C=C)=O)C (N-(2-Hydroxyethyl)Acrylamide N,N-Dimethylacrylamide). RXN SMILES: [OH:1][CH2:2][CH2:3][NH:4][C:5](=[O:8])[CH:6]=[CH2:7].[CH3:9][N:10]([CH3:15])[C:11](=[O:14])[CH:12]=[CH2:13].C(O)(CC)(C)C.N(C(C1NCCN=1)(C)C)=NC(C1NCCN=1)(C)C>>[OH:1][CH2:2][CH2:3][NH:4][C:5](=[O:8])[CH:6]=[CH2:7].[CH3:9][N:10]([CH3:15])[C:11](=[O:14])[CH:12]=[CH2:13] |f:4.5|. Reported procedure: In a 300 mL three-necked flask, N-(2-hydroxyethyl)acrylamide (15.04 g, 0.100 mol), N,N-dimethylacrylamide (9.96 g, 0.100 mol), t-amyl alcohol (99.80 g), polymerization initiator VA-061 (Wako Pure Chemical Industries, Ltd., 0.0310 g, 0.124 mmol) were charged, and then equipped with a three-way stop-cock, a reflux condenser tube, a thermometer and a mechanical stirrer. The concentration of the monomer was 20% by weight. After degassing inside the three-necked flask using a vacuum pump and repeatin... Starting materials: N(=NC(=O)OC(C)(C)C)C(=O)OC(C)(C)C (di-tert.-butyl azodicarboxylate), COC(C(CC1=CC2=CC=CC=C2C(=C1)O)OC)=O ([rac]-3-(4-hydroxy-naphthalen-2-yl)-2-methoxy-propionic acid methyl ester), CC1=NC(=CC=C1CCO)C1=CC=C(C=C1)C(F)(F)F (2-[2-methyl-6-(4-trifluoromethyl-phenyl)-pyridin-3-yl]-ethanol), C1(=CC=CC=C1)P(C1=CC=CC=C1)C1=CC=CC=C1 (triphenylphosphine). Solvent: C1CCOC1 (THF), C1CCOC1 (THF). Run at temperature 0 celsius, time 20 hour. The product is COC(C(CC1=CC2=CC=CC=C2C(=C1)OCCC=1C(=NC(=CC1)C1=CC=C(C=C1)C(F)(F)F)C)OC)=O ([rac]-2-Methoxy-3-(4-{2-[2-methyl-6-(4-trifluoromethyl-phenyl)-pyridin-3-yl]-ethoxy}-naphthalen-2-yl)-propionic acid methyl ester). Reaction SMILES: [CH3:1][O:2][C:3](=[O:19])[CH:4]([O:17][CH3:18])[CH2:5][C:6]1[CH:15]=[C:14]([OH:16])[C:13]2[C:8](=[CH:9][CH:10]=[CH:11][CH:12]=2)[CH:7]=1.[CH3:20][C:21]1[C:26]([CH2:27][CH2:28]O)=[CH:25][CH:24]=[C:23]([C:30]2[CH:35]=[CH:34][C:33]([C:36]([F:39])([F:38])[F:37])=[CH:32][CH:31]=2)[N:22]=1.C1(P(C2C=CC=CC=2)C2C=CC=CC=2)C=CC=CC=1.N(C(OC(C)(C)C)=O)=NC(OC(C)(C)C)=O>C1COCC1>[CH3:1][O:2][C:3](=[O:19])[CH:4]([O:17][CH3:18])[CH2:5][C:6]1[CH:15]=[C:14]([O:16][CH2:28][CH2:27][C:26]2[C:21]([CH3:20])=[N:22][C:23]([C:30]3[CH:35]=[CH:34][C:33]([C:36]([F:39])([F:37])[F:38])=[CH:32][CH:31]=3)=[CH:24][CH:25]=2)[C:13]2[C:8](=[CH:9][CH:10]=[CH:11][CH:12]=2)[CH:7]=1. Procedure details: 0.26 g (1.0 mmol) of the above prepared [rac]-3-(4-hydroxy-naphthalen-2-yl)-2-methoxy-propionic acid methyl ester, 0.30 g (1.05 mmol) of 2-[2-methyl-6-(4-trifluoromethyl-phenyl)-pyridin-3-yl]-ethanol (see below example 4K]) and 0.31 g (1.20 mmol) of triphenylphosphine were dissolved in 10 ml of THF. The stirred reaction mixture was cooled down to 0° C. and a solution of 0.27 g (1.15 mmol) of di-tert.-butyl azodicarboxylate in 5 ml of THF was added drop by drop and the reaction warmed up to ambie... Starting materials: C(C1=CC=CC=C1)OC1=CC=C(O[C@H]2C(NCC2)=O)C=C1 ((R)-3-(4-benzyloxy-phenoxy)-pyrrolidin-2-one). The reagents and catalysts are [Pd] (Pd). Run in CO.C(Cl)Cl (MeOH DCM). Conditions: time 20 hour. Yields the product OC1=CC=C(O[C@H]2C(NCC2)=O)C=C1 ((R)-3-(4-Hydroxy-phenoxy)-pyrrolidin-2-one). Reaction SMILES: C([O:8][C:9]1[CH:21]=[CH:20][C:12]([O:13][C@@H:14]2[CH2:18][CH2:17][NH:16][C:15]2=[O:19])=[CH:11][CH:10]=1)C1C=CC=CC=1>[Pd].CO.C(Cl)Cl>[OH:8][C:9]1[CH:21]=[CH:20][C:12]([O:13][C@@H:14]2[CH2:18][CH2:17][NH:16][C:15]2=[O:19])=[CH:11][CH:10]=1 |f:2.3|. Procedure details: A mixture of (R)-3-(4-benzyloxy-phenoxy)-pyrrolidin-2-one (61 g), MeOH/DCM (2:1, 2 L) and Pd (10% on carbon, 6 g) was shaken under an atmosphere of hydrogen for 20 hours. The catalyst was removed by filtration and the filtrate concentrated to provide the subtitle compound. MS ESI+: m/z=194 [M+H]+. Reactants: C(C)(=O)SC[C@H](C(=O)O)CC1=C(C=CC=C1)C (2(S)-acetylthiomethyl-3-(2-methylphenyl)propionic acid), 9, C(CCl)Cl (EDC), C=1C=CC2=C(C1)N=NN2O (HOBT), CN1CCOCC1 (N-methylmorpholine), CCCCCC.C(C)(=O)OCC (hexane ethyl acetate). The solvent is CO (MeOH), CN(C)C=O (DMF). Yields the product C(C)OC([C@H](CCNC([C@H](CC1=C(C=CC=C1)C)CSC(C)=O)=O)O)=O (4-[2(S)-ACETYLTHIOMETHYL-3-(2-METHYLPHENYL)PROPIONYLAMINO]-2-(S)-HYDROXYBUTYRIC ACID ETHYL ESTER). As a reaction SMILES: [C:1]([S:4][CH2:5][C@@H:6]([CH2:10][C:11]1[CH:16]=[CH:15][CH:14]=[CH:13][C:12]=1[CH3:17])[C:7]([OH:9])=O)(=[O:3])[CH3:2].C(Cl)CCl.C1C=C[C:25]2N(O)N=[N:28][C:26]=2C=1.CN1CC[O:36]CC1.CCCCCC.[C:45]([O:48][CH2:49][CH3:50])(=[O:47])[CH3:46]>CN(C=O)C.CO>[CH2:49]([O:48][C:45](=[O:47])[C@@H:46]([OH:36])[CH2:25][CH2:26][NH:28][C:7](=[O:9])[C@@H:6]([CH2:5][S:4][C:1](=[O:3])[CH3:2])[CH2:10][C:11]1[CH:16]=[CH:15][CH:14]=[CH:13][C:12]=1[CH3:17])[CH3:50] |f:4.5|. Procedure: Using a procedure similar to that described in Example 3, combine 2(S)-acetylthiomethyl-3-(2-methylphenyl)propionic acid (1.18 g), the product of Preparation 9 (0.85 g), EDC (1.09 g), HOBT (0.72 g) and N-methylmorpholine (0.52 ml) in DMF (20 ml). Chromatograph the residue on silica gel using hexane:ethyl acetate 3:2 as eluant to obtain the title compound as a white solid, m.p. 48°-52° C., [α]D26 =-25.9° (MeOH).